Dataset: the Open Reaction Database (ORD), a public repository of structured organic reaction records. Task: describe an organic reaction: reactants, conditions, products, and yield Starting materials: Cl.N1C=NC(=C1)CC(=O)O (1H-Imidazol-4-ylacetic acid hydrochloride), S(=O)(Cl)Cl (thionyl chloride), CO (methanol). Yields the product N1C=NC(=C1)CC(=O)OC (Methyl 1H-imidazol-4-ylacetate). As a reaction SMILES: Cl.[NH:2]1[CH:6]=[C:5]([CH2:7][C:8]([OH:10])=[O:9])[N:4]=[CH:3]1.S(Cl)(Cl)=O.[CH3:15]O>>[NH:2]1[CH:6]=[C:5]([CH2:7][C:8]([O:10][CH3:15])=[O:9])[N:4]=[CH:3]1 |f:0.1|. Procedure details: 1H-Imidazol-4-ylacetic acid hydrochloride (20.0 g) was suspended in methanol (200 mL). To this suspension, thionyl chloride (8.87 mL) was added at room temperature, and the mixture was heated to reflux for 3 hours. After cooling to room temperature, the solvent was distilled off under reduced pressure. To this reaction solution, a saturated aqueous solution of sodium bicarbonate was added, and the solvent was distilled off under reduced pressure. To the obtained residue, tetrahydrofuran and anhy... The reactants are CCOC(=O)c1cnc(SC)nc1Oc1ccccc1C, CCO, Cl, O. Yields the product CSc1ncc(C(=O)O)c(Oc2ccccc2C)n1. As a reaction SMILES: [CH2:1]([CH3:2])[O:3][C:4](=[O:5])[c:6]1[c:7]([O:14][c:15]2[c:16]([CH3:21])[cH:17][cH:18][cH:19][cH:20]2)[n:8][c:9]([S:12][CH3:13])[n:10][cH:11]1.[CH3:23][CH2:24][OH:25].[ClH:22].[OH2:26]>>[O:3]=[C:4]([OH:5])[c:6]1[c:7]([O:14][c:15]2[c:16]([CH3:21])[cH:17][cH:18][cH:19][cH:20]2)[n:8][c:9]([S:12][CH3:13])[n:10][cH:11]1. Reactants: COC(C(CC(C)C)C=1C=C(C=C(C1)OS(=O)(=O)C(F)(F)F)C1=CC(=C(C=C1)Cl)C(F)(F)F)=O (2-(4′-chloro-5-trifluoromethanesulfonyloxy-3′-trifluoromethyl-biphenyl-3-yl)-4-methyl-pentanoic acid methyl ester), FC=1C=C(N)C=C(C1)C(F)(F)F (3-fluoro-5-(trifluoromethyl)aniline). The product is COC(C(CC(C)C)C=1C=C(C=C(C1)NC1=CC(=CC(=C1)C(F)(F)F)F)C1=CC(=C(C=C1)Cl)C(F)(F)F)=O (2-[4′-Chloro-5-(3-fluoro-5-trifluoromethyl-phenylamino)-3′-trifluoromethyl-biphenyl-3-yl]-4-methyl-pentanoic acid methyl ester). The yield is 28.0%. Reaction SMILES: [CH3:1][O:2][C:3](=[O:34])[CH:4]([C:9]1[CH:10]=[C:11]([C:23]2[CH:28]=[CH:27][C:26]([Cl:29])=[C:25]([C:30]([F:33])([F:32])[F:31])[CH:24]=2)[CH:12]=[C:13](OS(C(F)(F)F)(=O)=O)[CH:14]=1)[CH2:5][CH:6]([CH3:8])[CH3:7].[F:35][C:36]1[CH:37]=[C:38]([CH:40]=[C:41]([C:43]([F:46])([F:45])[F:44])[CH:42]=1)[NH2:39]>>[CH3:1][O:2][C:3](=[O:34])[CH:4]([C:9]1[CH:10]=[C:11]([C:23]2[CH:28]=[CH:27][C:26]([Cl:29])=[C:25]([C:30]([F:33])([F:31])[F:32])[CH:24]=2)[CH:12]=[C:13]([NH:39][C:38]2[CH:40]=[C:41]([C:43]([F:44])([F:45])[F:46])[CH:42]=[C:36]([F:35])[CH:37]=2)[CH:14]=1)[CH2:5][CH:6]([CH3:8])[CH3:7]. Procedure: The title compound was prepared in 28% yield from 2-(4′-chloro-5-trifluoromethanesulfonyloxy-3′-trifluoromethyl-biphenyl-3-yl)-4-methyl-pentanoic acid methyl ester and 3-fluoro-5-(trifluoromethyl)aniline under the conditions described in Example 37, step (b). Mass spectrum (ES-, m/z): 560, 562 (M−H); The reactants are CN=C=S, CC#N, N#CCCCCn1ncc(N)n1. Product: CNC(=S)Nc1cnn(CCCCC#N)n1. Reaction SMILES: [CH3:13][N:14]=[C:15]=[S:16].[CH3:17][C:18]#[N:19].[NH2:1][c:2]1[n:3][n:4]([CH2:7][CH2:8][CH2:9][CH2:10][C:11]#[N:12])[n:5][cH:6]1>>[NH:1]([c:2]1[n:3][n:4]([CH2:7][CH2:8][CH2:9][CH2:10][C:11]#[N:12])[n:5][cH:6]1)[C:15]([NH:14][CH3:13])=[S:16]. As a reaction SMILES: [C:13]([CH2:14][C:15](=[O:16])[O:17][CH3:18])(=[O:19])[O:20][CH3:21].[CH2:22]1[CH2:23][CH2:24][NH:25][CH2:26][CH2:27]1.[CH3:1][O:2][c:3]1[c:4]([CH:5]=[O:6])[cH:7][cH:8][c:9]([O:11][CH3:12])[cH:10]1.[CH3:37][c:38]1[cH:39][cH:40][cH:41][cH:42][cH:43]1.[OH:28][C:29]([c:30]1[cH:31][cH:32][cH:33][cH:34][cH:35]1)=[O:36]>>[CH3:1][O:2][c:3]1[c:4]([CH:5]=[C:14]([C:13](=[O:19])[O:20][CH3:21])[C:15](=[O:16])[O:17][CH3:18])[cH:7][cH:8][c:9]([O:11][CH3:12])[cH:10]1. Yields the product COC(=O)C(=Cc1ccc(OC)cc1OC)C(=O)OC. Starting materials: COC(=O)CC(=O)OC, C1CCNCC1, COc1ccc(C=O)c(OC)c1, Cc1ccccc1, O=C(O)c1ccccc1. Starting materials: CCN(c1cc(-c2ccc(CN3CCOCC3)cc2)cc(C(=O)NCc2c(C)cc(C)[nH]c2=O)c1C)C1CCN(C(=O)OC(C)(C)C)CC1, ClCCl, O=C(O)C(F)(F)F. Yields the product CCN(c1cc(-c2ccc(CN3CCOCC3)cc2)cc(C(=O)NCc2c(C)cc(C)[nH]c2=O)c1C)C1CCNCC1. As a reaction SMILES: [CH3:1][c:2]1[c:3]([CH2:10][NH:11][C:12](=[O:13])[c:14]2[c:15]([CH3:49])[c:16]([N:33]([CH:34]3[CH2:35][CH2:36][N:37]([C:40]([O:41][C:42]([CH3:43])([CH3:44])[CH3:45])=[O:46])[CH2:38][CH2:39]3)[CH2:47][CH3:48])[cH:17][c:18](-[c:20]3[cH:21][cH:22][c:23]([CH2:26][N:27]4[CH2:28][CH2:29][O:30][CH2:31][CH2:32]4)[cH:24][cH:25]3)[cH:19]2)[c:4](=[O:9])[nH:5][c:6]([CH3:8])[cH:7]1.[Cl:57][CH2:58][Cl:59].[F:50][C:51]([F:52])([F:53])[C:54]([OH:55])=[O:56]>>[CH3:1][c:2]1[c:3]([CH2:10][NH:11][C:12](=[O:13])[c:14]2[c:15]([CH3:49])[c:16]([N:33]([CH:34]3[CH2:35][CH2:36][NH:37][CH2:38][CH2:39]3)[CH2:47][CH3:48])[cH:17][c:18](-[c:20]3[cH:21][cH:22][c:23]([CH2:26][N:27]4[CH2:28][CH2:29][O:30][CH2:31][CH2:32]4)[cH:24][cH:25]3)[cH:19]2)[c:4](=[O:9])[nH:5][c:6]([CH3:8])[cH:7]1. Yields the product O1C=NC2=C1C=CC(=C2)B(O)O (1,3-benzoxazole-5-boronic acid), pinacol ester. RXN SMILES: Cl[C:2]1[CH:3]=[CH:4][C:5]2[O:9][CH:8]=[N:7][C:6]=2[CH:10]=1.CC1(C)C(C)(C)[O:15][B:14](B2OC(C)(C)C(C)(C)O2)[O:13]1.C([O-])(=O)C.[K+].C(C1C=CC=C(C(C)C)C=1Cl=C1N=CC=N1)(C)C>C([O-])(=O)C.[Pd+2].C([O-])(=O)C>[O:9]1[C:5]2[CH:4]=[CH:3][C:2]([B:14]([OH:15])[OH:13])=[CH:10][C:6]=2[N:7]=[CH:8]1 |f:2.3,5.6.7|. Run at temperature 80 celsius. The reactants are ClC=1C=CC2=C(N=CO2)C1 (5-chlorobenzoxazole), CC1(OB(OC1(C)C)B1OC(C(O1)(C)C)(C)C)C (4,4,4′,4′,5,5,5′,5′-octamethyl-2,2′-bi-1,3,2-dioxaborolane), C(C)(=O)[O-].[K+] (potassium acetate), 2,6-diisopropylphenylimidazol-2-ylidene hydrochloride. Procedure: A mixture of 5-chlorobenzoxazole (0.129 g, 0.84 mmol), 4,4,4′,4′,5,5,5′,5′-octamethyl-2,2′-bi-1,3,2-dioxaborolane (0.4956 g, 1.95 mmol), potassium acetate (0.41 g, 4.2 mmol), 1,3-bis(2,6-diisopropylphenylimidazol-2-ylidene hydrochloride (43 mg, 0.10 mmol) and palladium acetate (11 mg, 0.05 mmol) was degassed, treated with tetrahydrofuran (10 mL) and the resulting mixture heated at 80° C. overnight. The mixture was diluted with water (100 mL), acidified to pH 6 and extracted with EtOAc (3×40 mL).... Reagents/catalysts: C(C)(=O)[O-].[Pd+2].C(C)(=O)[O-] (palladium acetate).